This data is from the Open Reaction Database (ORD), a public repository of structured organic reaction records. The task is: describe an organic reaction: reactants, conditions, products, and yield Starting materials: NC(=O)N (urea), Br.BrC1C(CCNCC1)=O (5-bromo-azepan-4-one hydrobromide), [OH-].[Na+] (NaOH). Reaction conditions: temperature 70 celsius, time 24 hour. Yields the product O1C(=NC=2CCNCCC21)N (5,6,7,8-Tetrahydro-4H-oxazolo[4,5-d]azepin-2-ylamine). The yield is 23.8%. As a reaction SMILES: [NH2:1][C:2]([NH2:4])=[O:3].Br.Br[CH:7]1[CH2:13][CH2:12][NH:11][CH2:10][CH2:9][C:8]1=O.[OH-].[Na+]>>[O:3]1[C:7]2[CH2:13][CH2:12][NH:11][CH2:10][CH2:9][C:8]=2[N:1]=[C:2]1[NH2:4] |f:1.2,3.4|. Reported procedure: 6.6 g urea was added to 6 g 5-bromo-azepan-4-one hydrobromide. The mixture was stirred 24 h at 70° C. The reaction was basified with 4 N NaOH and extracted with chloroform and ethylacetate. The combined organic layers were evaporated to yield 800 mg of the desired product. The reactants are COc1ccccc1CN(C(=O)COC(C)=O)c1ccccc1Oc1ccccc1, O=C([O-])[O-], CO, [K+], [K+], O. The product is COc1ccccc1CN(C(=O)CO)c1ccccc1Oc1ccccc1. Reaction SMILES: [C:1](=[O:2])([CH3:3])[O:4][CH2:5][C:6](=[O:7])[N:8]([c:9]1[c:10]([O:15][c:16]2[cH:17][cH:18][cH:19][cH:20][cH:21]2)[cH:11][cH:12][cH:13][cH:14]1)[CH2:22][c:23]1[c:24]([O:29][CH3:30])[cH:25][cH:26][cH:27][cH:28]1.[C:31](=[O:32])([O-:33])[O-:34].[CH3:38][OH:39].[K+:35].[K+:36].[OH2:37]>>[OH:4][CH2:5][C:6](=[O:7])[N:8]([c:9]1[c:10]([O:15][c:16]2[cH:17][cH:18][cH:19][cH:20][cH:21]2)[cH:11][cH:12][cH:13][cH:14]1)[CH2:22][c:23]1[c:24]([O:29][CH3:30])[cH:25][cH:26][cH:27][cH:28]1. Reactants: C(CC(=O)OC)(=O)OC (dimethyl malonate), [Li+].[OH-] (LiOH). The solvent is CO (MeOH), CO (MeOH), O (water). Reaction conditions: time 30 minute. The product is C(CC(=O)[O-])(=O)OC.[Li+] (lithium mono methyl malonate). Yield: 77.7%. Reaction SMILES: [C:1]([O:8]C)(=[O:7])[CH2:2][C:3]([O:5][CH3:6])=[O:4].[Li+:10].[OH-]>CO.O>[C:3]([O:5][CH3:6])(=[O:4])[CH2:2][C:1]([O-:8])=[O:7].[Li+:10] |f:1.2,5.6|. Procedure: A solution of 15.02 g of dimethyl malonate in 50 ml of MeOH was cooled to 15° C. and treated dropwise over a 2 h period with a solution of 2.4 g of LiOH in 20 ml of water. The mixture was stirred for 30 min after the addition was completed and then stripped of solvent under reduced pressure. The residue was taken up in 100 ml of hot MeOH, the solution cooled to room temperature and filtered. The filtrate was stripped of solvent to dryness. The residue was suspended in 100 ml of toluene and strip... Reactants: OCCCCCCCCCNC(C1=CN=C(C=C1)N1CCN(CC1)C)=O (N-(9-hydroxy-1-nonyl)-6-(4-methyl-1-piperazinyl)nicotinamide), C(O)([O-])=O.[Na+] (sodium hydrogencarbonate), [N+](=O)(O)[O-] (nitric acid), C(C)(=O)OC(C)=O (acetic anhydride). Run in C(C)#N (acetonitrile). Run at time 6 hour. Yields the product O([N+](=O)[O-])CCCCCCCCCNC(C1=CN=C(C=C1)N1CCN(CC1)C)=O (N-(9-nitroxy-1-nonyl)-6-(4-methyl-1-piperazinyl)nicotinamide). The yield is 69.0%. RXN SMILES: [OH:1][CH2:2][CH2:3][CH2:4][CH2:5][CH2:6][CH2:7][CH2:8][CH2:9][CH2:10][NH:11][C:12](=[O:26])[C:13]1[CH:18]=[CH:17][C:16]([N:19]2[CH2:24][CH2:23][N:22]([CH3:25])[CH2:21][CH2:20]2)=[N:15][CH:14]=1.[N+:27]([O-])([OH:29])=[O:28].C(OC(=O)C)(=O)C.C(=O)([O-])O.[Na+]>C(#N)C>[O:1]([CH2:2][CH2:3][CH2:4][CH2:5][CH2:6][CH2:7][CH2:8][CH2:9][CH2:10][NH:11][C:12](=[O:26])[C:13]1[CH:18]=[CH:17][C:16]([N:19]2[CH2:24][CH2:23][N:22]([CH3:25])[CH2:21][CH2:20]2)=[N:15][CH:14]=1)[N+:27]([O-:29])=[O:28] |f:3.4|. Procedure: 1.67 g of N-(9-hydroxy-1-nonyl)-6-(4-methyl-1-piperazinyl)nicotinamide were suspended in 40 ml of acetonitrile and to the suspension was added dropwise under ice-cooling a mixed solution of 0.8 ml of fuming nitric acid and 1.9 ml of acetic anhydride and stirred for 6 hrs. This reaction mixture was poured into an aqueous sodium hydrogencarbonate solution, extracted with methylene chloride, washed with water and a saturated sodium chloride solution, dried over anhydrous magnesium sulfate and conce...